From a dataset of the Open Reaction Database (ORD), a public repository of structured organic reaction records. describe an organic reaction: reactants, conditions, products, and yield Reactants: [H-].[Na+] (NaH), CN1CC(CCC1)O (1-Methylpiperidin-3-ol), FC=1C=C(C#N)C=CC1 (3-fluorobenzonitrile). Run in CN(C)C=O (DMF). Reaction conditions: temperature 0 celsius, time 30 minute. Product: CN1CC(CCC1)OC=1C=C(C#N)C=CC1 (3-[(1-Methylpiperidin-3-yl)oxy]benzonitrile). RXN SMILES: [CH3:1][N:2]1[CH2:7][CH2:6][CH2:5][CH:4]([OH:8])[CH2:3]1.[H-].[Na+].F[C:12]1[CH:13]=[C:14]([CH:17]=[CH:18][CH:19]=1)[C:15]#[N:16]>CN(C=O)C>[CH3:1][N:2]1[CH2:7][CH2:6][CH2:5][CH:4]([O:8][C:12]2[CH:13]=[C:14]([CH:17]=[CH:18][CH:19]=2)[C:15]#[N:16])[CH2:3]1 |f:1.2|. Procedure details: 1-Methylpiperidin-3-ol (500 mg, 4.341 mmol) was dissolved in DMF (10 ml) and cooled to 0° C. NaH (312 mg, 6.52 mmol) was added in small portions, stirred for 30 minutes and 3-fluorobenzonitrile (557 μl, 5.21 mmol) was subsequently added. The mixture was allowed to reach r.t. over 1 h and stirred for a further 16 h. Cooled to 0° C. and quenched with water. The reaction mixture was separated between water (150 ml) and DCM (2×150 ml). The combined organics were washed with water (150 ml), dried thr...